Dataset: the Open Reaction Database (ORD), a public repository of structured organic reaction records. Task: describe an organic reaction: reactants, conditions, products, and yield Starting materials: IC1=C(C(=O)O)C=C(C=C1)S(=O)(=O)C (2-Iodo-5-methanesulfonyl-benzoic acid), FC(C1=CC=C(C=C1)N1CCNCC1)(F)F (1-(4-Trifluoromethyl-phenyl)-piperazine). Yields the product IC1=C(C=C(C=C1)S(=O)(=O)C)C(=O)N1CCN(CC1)C1=CC=C(C=C1)C(F)(F)F ((2-Iodo-5-methanesulfonyl-phenyl)-[4-(4-trifluoromethyl-phenyl)-piperazin-1-yl]-methanone). As a reaction SMILES: [I:1][C:2]1[CH:10]=[CH:9][C:8]([S:11]([CH3:14])(=[O:13])=[O:12])=[CH:7][C:3]=1[C:4]([OH:6])=O.[F:15][C:16]([F:30])([F:29])[C:17]1[CH:22]=[CH:21][C:20]([N:23]2[CH2:28][CH2:27][NH:26][CH2:25][CH2:24]2)=[CH:19][CH:18]=1>>[I:1][C:2]1[CH:10]=[CH:9][C:8]([S:11]([CH3:14])(=[O:13])=[O:12])=[CH:7][C:3]=1[C:4]([N:26]1[CH2:25][CH2:24][N:23]([C:20]2[CH:19]=[CH:18][C:17]([C:16]([F:29])([F:30])[F:15])=[CH:22][CH:21]=2)[CH2:28][CH2:27]1)=[O:6]. Reported procedure: Example CK was prepared in analogy to Example 123 from 2-Iodo-5-methanesulfonyl-benzoic acid (example BQ) and 1-(4-Trifluoromethyl-phenyl)-piperazine (commercial). MS (m/e): 539.1 (M+H+, 100%). The reactants are mercaptide, ClCC1=NC(=CC=C1)CCl (2,6-bis(chloromethyl)pyridine), CNC (dimethylamine), SCCN1C(C=2C(C1=O)=CC=CC2)=O (N-(2-mercaptoethyl) phthalimide), C[O-].[Na+] (sodium methoxide). The solvent is CO (methanol), C(Cl)Cl (methylene chloride), CO (methanol), CO (methanol). Yields the product CN(C)CC1=CC=CC(=N1)CSCCN1C(C=2C(C1=O)=CC=CC2)=O (6-Dimethylaminomethyl-2-[(2-phthalimidoethyl)thiomethyl]pyridine). RXN SMILES: [SH:1][CH2:2][CH2:3][N:4]1[C:8](=[O:9])[C:7]2=[CH:10][CH:11]=[CH:12][CH:13]=[C:6]2[C:5]1=[O:14].C[O-].[Na+].Cl[CH2:19][C:20]1[CH:25]=[CH:24][CH:23]=[C:22]([CH2:26]Cl)[N:21]=1.[CH3:28][NH:29][CH3:30]>CO.C(Cl)Cl>[CH3:28][N:29]([CH2:19][C:20]1[N:21]=[C:22]([CH2:26][S:1][CH2:2][CH2:3][N:4]2[C:8](=[O:9])[C:7]3=[CH:10][CH:11]=[CH:12][CH:13]=[C:6]3[C:5]2=[O:14])[CH:23]=[CH:24][CH:25]=1)[CH3:30] |f:1.2|. Reported procedure: To a solution of N-(2-mercaptoethyl) phthalimide (28.8 g, 0.139 mol) in dry methanol (250 ml) is added sodium methoxide (7.5 g, 0.139 mol) with cooling and stirring. This mercaptide solution is added to 2,6-bis(chloromethyl)pyridine (24.5 g, 0.139 mol) in dry methanol (250 ml). The mixture is stirred at room temperature for 21/2 hours and is filtered to remove the precipitated solid. Then dimethylamine (6.9 g, 0.153 mol) in cold methanol (150 ml) is added to the filtrate and the mixture is stirr...